From a dataset of the Open Reaction Database (ORD), a public repository of structured organic reaction records. describe an organic reaction: reactants, conditions, products, and yield Reactants: CCc1nc2c(cnn2CC)c(NC2CCOCC2)c1CNC(=O)c1cccc(C(=O)NCc2ccc(C#N)c(-c3cccc(C=O)c3)c2)c1, CC(=O)O[BH-](OC(C)=O)OC(C)=O, CC(=O)O, CC1CNCC(C)N1, ClCCl, [Na+]. Product: CCc1nc2c(cnn2CC)c(NC2CCOCC2)c1CNC(=O)c1cccc(C(=O)NCc2ccc(C#N)c(-c3cccc(CN4CC(C)NC(C)C4)c3)c2)c1. Reaction SMILES: [C:1](#[N:2])[c:3]1[cH:4][cH:5][c:6]([CH2:17][NH:18][C:19](=[O:20])[c:21]2[cH:22][c:23]([C:27](=[O:28])[NH:29][CH2:30][c:31]3[c:32]([NH:44][CH:45]4[CH2:46][CH2:47][O:48][CH2:49][CH2:50]4)[c:33]4[c:34]([n:35][c:36]3[CH2:37][CH3:38])[n:39]([CH2:42][CH3:43])[n:40][cH:41]4)[cH:24][cH:25][cH:26]2)[cH:7][c:8]1-[c:9]1[cH:10][c:11]([CH:15]=[O:16])[cH:12][cH:13][cH:14]1.[C:59]([O:60][BH-:61]([O:62][C:63](=[O:64])[CH3:65])[O:66][C:67](=[O:68])[CH3:69])(=[O:70])[CH3:71].[C:73]([OH:74])(=[O:75])[CH3:76].[CH3:51][CH:52]1[NH:53][CH:54]([CH3:58])[CH2:55][NH:56][CH2:57]1.[Cl:77][CH2:78][Cl:79].[Na+:72]>>[C:1](#[N:2])[c:3]1[cH:4][cH:5][c:6]([CH2:17][NH:18][C:19](=[O:20])[c:21]2[cH:22][c:23]([C:27](=[O:28])[NH:29][CH2:30][c:31]3[c:32]([NH:44][CH:45]4[CH2:46][CH2:47][O:48][CH2:49][CH2:50]4)[c:33]4[c:34]([n:35][c:36]3[CH2:37][CH3:38])[n:39]([CH2:42][CH3:43])[n:40][cH:41]4)[cH:24][cH:25][cH:26]2)[cH:7][c:8]1-[c:9]1[cH:10][c:11]([CH2:15][N:56]2[CH2:55][CH:54]([CH3:58])[NH:53][CH:52]([CH3:51])[CH2:57]2)[cH:12][cH:13][cH:14]1.